This data is from the Open Reaction Database (ORD), a public repository of structured organic reaction records. The task is: describe an organic reaction: reactants, conditions, products, and yield The reactants are CN1N=CC(=C1)C1=CN(C2=NC=C(C=C21)O)COCC[Si](C)(C)C (3-(1-Methyl-1H-pyrazol-4-yl)-1-(2-trimethylsilanyl-ethoxymethyl)-1H-pyrrolo[2,3-b]pyridin-5-ol), BrCCCCC (1-bromopentane), C(=O)([O-])[O-].[K+].[K+] (K2CO3). The reagents and catalysts are [N+](CCCC)(CCCC)(CCCC)CCCC.[I-] (n-Bu4NI). Run in CC(=O)C (acetone). Yields the product CN1N=CC(=C1)C1=CN(C2=NC=C(C=C21)OCCCCC)COCC[Si](C)(C)C (3-(1-Methyl-1H-pyrazol-4-yl)-5-pentyloxy-1-(2-trimethylsilanyl-ethoxymethyl)-1H-pyrrolo[2,3-b]pyridine). Yield: 52.7%. RXN SMILES: [CH3:1][N:2]1[CH:6]=[C:5]([C:7]2[C:15]3[C:10](=[N:11][CH:12]=[C:13]([OH:16])[CH:14]=3)[N:9]([CH2:17][O:18][CH2:19][CH2:20][Si:21]([CH3:24])([CH3:23])[CH3:22])[CH:8]=2)[CH:4]=[N:3]1.Br[CH2:26][CH2:27][CH2:28][CH2:29][CH3:30].C([O-])([O-])=O.[K+].[K+]>[N+](CCCC)(CCCC)(CCCC)CCCC.[I-].CC(C)=O>[CH3:1][N:2]1[CH:6]=[C:5]([C:7]2[C:15]3[C:10](=[N:11][CH:12]=[C:13]([O:16][CH2:26][CH2:27][CH2:28][CH2:29][CH3:30])[CH:14]=3)[N:9]([CH2:17][O:18][CH2:19][CH2:20][Si:21]([CH3:24])([CH3:23])[CH3:22])[CH:8]=2)[CH:4]=[N:3]1 |f:2.3.4,5.6|. Procedure details: According to the general procedure using: 27 (60 mg, 0.174 mmol), 1-bromopentane(129 μL, 1.05 mmol), K2CO3 (241 mg, 1.74 mmol) and n-Bu4NI (6.4 mg, 17 μmol) in acetone (4.0 mL) were heated at reflux overnight. Purification by PTLC using AcOEt:hexane=6:4 (v/v) as eluent gave 28k as a clear oil (38 mg, 51%). The reactants are FC(C(O)=C1C(C2=CC=C(C=C2CC1)OC)=O)F (2-[2,2-difluoro-1-hydroxyethylidene]-3,4-dihydro-6-methoxy-1(2H)-naphthalenone), C1=CC(=CC=C1NN)S(=O)(=O)N.Cl (4-sulfonamidophenylhydrazine hydrochloride), one. Solvent: C(C)O (ethanol). The product is FC(C1=NN(C=2C3=C(CCC12)C=C(C=C3)OC)C3=CC=C(C=C3)S(=O)(=O)N)F (4-[3-(difluoromethyl)-4,5-dihydro-7-methoxy-1H-benz[g]indazol-1-yl]benzenesulfonamide). The yield is 81.4%. As a reaction SMILES: [F:1][CH:2]([F:18])[C:3](=[C:5]1[CH2:14][CH2:13][C:12]2[C:7](=[CH:8][CH:9]=[C:10]([O:15][CH3:16])[CH:11]=2)[C:6]1=O)O.[CH:19]1[C:24]([NH:25][NH2:26])=[CH:23][CH:22]=[C:21]([S:27]([NH2:30])(=[O:29])=[O:28])[CH:20]=1.Cl>C(O)C>[F:1][CH:2]([F:18])[C:3]1[C:5]2[CH2:14][CH2:13][C:12]3[CH:11]=[C:10]([O:15][CH3:16])[CH:9]=[CH:8][C:7]=3[C:6]=2[N:25]([C:24]2[CH:19]=[CH:20][C:21]([S:27]([NH2:30])(=[O:29])=[O:28])=[CH:22][CH:23]=2)[N:26]=1 |f:1.2|. Reported procedure: A 500 mL one neck round bottomed flask equipped with reflux condenser, nitrogen inlet and provisions for magnetic stirring was charged with 3,4-dihydro-6-methoxy-2-[2,2-difluoro-1-hydroxyethylidene]-1(2H)-naphthalenone from Step 1 (2.54 g, 10 mmol), 4-sulfonamidophenylhydrazine hydrochloride (2.91 g, 13 mmol) and 250 mL of absolute ethanol. The solution was warmed to reflux for 15 hours and concentrated in vacuo. The residue was dissolved in ethyl acetate, washed with water and with brine, dried... Starting materials: C1(CC1)N1C2=C(C(C3=CC(=C(C=C13)N1CC(C1)N(C(C(F)(F)F)=O)CC)F)=O)C(NS2)=O (9-cyclopropyl-6-fluoro-7-{3-[N-(ethyl)trifluoroacetamido]-1-azetidinyl}-2,3,4,9-tetrahydroisothiazolo[5,4-b]quinoline-3,4-dione), [OH-].[Na+] (sodium hydroxide). Yields the product C1(CC1)N1C2=C(C(C3=CC(=C(C=C13)N1CC(C1)NCC)F)=O)C(NS2)=O (9-cyclopropyl-6-fluoro-7-(3-ethylamino-1-azetidinyl)-2,3,4,9-tetrahydroisothiazolo[5,4-b]quinoline-3,4-dione). RXN SMILES: [CH:1]1([N:4]2[C:13]3[C:8](=[CH:9][C:10]([F:27])=[C:11]([N:14]4[CH2:17][CH:16]([N:18](CC)[C:19](=O)[C:20](F)(F)F)[CH2:15]4)[CH:12]=3)[C:7](=[O:28])[C:6]3[C:29](=[O:32])[NH:30][S:31][C:5]2=3)[CH2:3][CH2:2]1.[OH-].[Na+]>>[CH:1]1([N:4]2[C:13]3[C:8](=[CH:9][C:10]([F:27])=[C:11]([N:14]4[CH2:15][CH:16]([NH:18][CH2:19][CH3:20])[CH2:17]4)[CH:12]=3)[C:7](=[O:28])[C:6]3[C:29](=[O:32])[NH:30][S:31][C:5]2=3)[CH2:3][CH2:2]1 |f:1.2|. Procedure: By a procedure completely analogous to that described in Example 2, 9-cyclopropyl-6-fluoro-7-{3-[N-(ethyl)trifluoroacetamido]-1-azetidinyl}-2,3,4,9-tetrahydroisothiazolo[5,4-b]quinoline-3,4-dione, melting point 256°-259° C., is obtained, which product is hydrolyzed by heating it with 10% sodium hydroxide for 2 hours; 9-cyclopropyl-6-fluoro-7-(3-ethylamino-1-azetidinyl)-2,3,4,9-tetrahydroisothiazolo[5,4-b]quinoline-3,4-dione, melting point 231°-236° C., is obtained.